From a dataset of the Open Reaction Database (ORD), a public repository of structured organic reaction records. describe an organic reaction: reactants, conditions, products, and yield The reactants are C1(=CC=C(C=C1)S(=O)(=O)O)C (p-toluenesulfonic acid), C(C)(C)O (isopropyl alcohol), CC1(OC12CC=C(CC2)C)C (2,2,6-trimethyl-1-oxaspiro(2.5)oct-5-ene). Yields the product C(C)(C)OC(C)(C)C1(CC=C(CC1)C)O (1-(1-isopropoxy-1-methylethyl)-4-methyl-3-cyclohexen-1-ol). Reaction SMILES: [CH3:1][C:2]1([CH3:11])[C:4]2([CH2:9][CH2:8][C:7]([CH3:10])=[CH:6][CH2:5]2)[O:3]1.C1(C)C=CC(S(O)(=O)=O)=CC=1.[CH:23]([OH:26])([CH3:25])[CH3:24]>>[CH:23]([O:26][C:2]([C:4]1([OH:3])[CH2:9][CH2:8][C:7]([CH3:10])=[CH:6][CH2:5]1)([CH3:11])[CH3:1])([CH3:25])[CH3:24]. Procedure details: By procedures similar to those described in Embodiments 57 and 58, 2,2,6-trimethyl-1-oxaspiro(2.5)oct-5-ene was treated with isopropyl alcohol in the presence of p-toluenesulfonic acid to obtain 1-(1-isopropoxy-1-methylethyl)-4-methyl-3-cyclohexen-1-ol. This alcohol was treated with vanadium(IV) bis(2,4-pentanedionate) oxide and tert-butyl hydroperoxide followed by p-toluenesulfonic acid to obtain (±)-2-exo-hydroxy-4-(1-isopropoxy-1-methylethyl)-1-methyl-7-oxabicyclo[2.2.1]heptane. This intermed...